The task is: describe an organic reaction: reactants, conditions, products, and yield. This data is from the Open Reaction Database (ORD), a public repository of structured organic reaction records. Starting materials: C1(O)=CC=C(O)C=C1 (hydroquinone), [OH-].[K+] (KOH), BrCCCBr (1,3-dibromopropane). Solvent: CO (MeOH). Reaction conditions: temperature 70 celsius. Yields the product BrCCCOC1=CC=C(C=C1)O (4-(3-bromopropoxy)phenol). Isolated yield 23.4%. As a reaction SMILES: [C:1]1([CH:8]=[CH:7][C:5]([OH:6])=[CH:4][CH:3]=1)[OH:2].[OH-].[K+].[Br:11][CH2:12][CH2:13][CH2:14]Br>CO>[Br:11][CH2:12][CH2:13][CH2:14][O:2][C:1]1[CH:8]=[CH:7][C:5]([OH:6])=[CH:4][CH:3]=1 |f:1.2|. Reported procedure: To a solution of hydroquinone (3.0 g, 27 mmol) in MeOH (30 mL), KOH (1.5 g, 27 mmol) was added. Then, 1,3-dibromopropane (3.3 mL, 32 mmol) was added dropwise over 10 minutes. After the addition was complete, the mixture was refluxed for 12 hours at 70° C. The reaction mixture was concentrated and quenched with water (100 mL), and then the aqueous layer was extracted with EtOAc (2×50 mL). The combined organic layer was with washed water, thetn brine, and dried over Na2SO4. The solvent was evapora... The reactants are NC(CO)(CO)CO (Tromethamine), ClC1=C(NC(=C1Cl)C)C(=O)N[C@H]1[C@H](CN(CC1)C=1SC(=CN1)C(=O)O)F (2-((3S,4R)-4-{[(3,4-dichloro-5-methyl-1H-pyrrol-2-yl)carbonyl]amino}-3-fluoropiperidin-1-yl)-1,3-thiazole-5-carboxylic acid), CO (methanol). Solvent: O (water). Run at temperature 60 celsius, time 8 hour. The product is ClC1=C(NC(=C1Cl)C)C(=O)N[C@H]1[C@H](CN(CC1)C=1SC(=CN1)C(=O)[O-])F.OCC(CO)([NH3+])CO (1,3-Dihydroxy-2-(hydroxymethyl)propan-2-aminium 2-((3S,4R)-4-{[(3,4-dichloro-5-methyl-1H-pyrrol-2-yl)carbonyl]amino}-3-fluoropiperidin-1-yl)-1,3-thiazole-5-carboxylate). Yield: 32.8%. As a reaction SMILES: [NH2:1][C:2]([CH2:7][OH:8])([CH2:5][OH:6])[CH2:3][OH:4].[Cl:9][C:10]1[C:14]([Cl:15])=[C:13]([CH3:16])[NH:12][C:11]=1[C:17]([NH:19][C@@H:20]1[CH2:25][CH2:24][N:23]([C:26]2[S:27][C:28]([C:31]([OH:33])=[O:32])=[CH:29][N:30]=2)[CH2:22][C@@H:21]1[F:34])=[O:18].CO>O>[Cl:9][C:10]1[C:14]([Cl:15])=[C:13]([CH3:16])[NH:12][C:11]=1[C:17]([NH:19][C@@H:20]1[CH2:25][CH2:24][N:23]([C:26]2[S:27][C:28]([C:31]([O-:33])=[O:32])=[CH:29][N:30]=2)[CH2:22][C@@H:21]1[F:34])=[O:18].[OH:4][CH2:3][C:2]([CH2:7][OH:8])([NH3+:1])[CH2:5][OH:6] |f:4.5|. Procedure details: Tromethamine (43 mg, 0.36 mmol), 2-((3S,4R)-4-{[(3,4-dichloro-5-methyl-1H-pyrrol-2-yl)carbonyl]amino}-3-fluoropiperidin-1-yl)-1,3-thiazole-5-carboxylic acid (Example 42, 150 mg, 0.36 mmol), methanol (50 ml) and water (5 ml) were combined and stirred at 60° C. until the mixture was a homogeneous solution (30 min). The mixture was cooled to room temperature and concentrated under reduced pressure. The crude salt (80 mg) was dissolved in ethyl acetate/methanol (8 ml; 50:50) and ethyl acetate was ad... Product: Cc1ccccc1OC(CCN(C)C)c1ccccc1. RXN SMILES: [CH3:1][N:2]([CH3:3])[CH2:4][CH2:5][CH:6]([OH:7])[c:8]1[cH:9][cH:10][cH:11][cH:12][cH:13]1.[CH3:22][N:23]1[CH2:24][CH2:25][N:26]([CH3:27])[C:28]1=[O:29].[F:14][c:15]1[c:16]([CH3:21])[cH:17][cH:18][cH:19][cH:20]1>>[CH3:1][N:2]([CH3:3])[CH2:4][CH2:5][CH:6]([O:7][c:15]1[c:16]([CH3:21])[cH:17][cH:18][cH:19][cH:20]1)[c:8]1[cH:9][cH:10][cH:11][cH:12][cH:13]1. Reactants: CN(C)CCC(O)c1ccccc1, CN1CCN(C)C1=O, Cc1ccccc1F. Reactants: C(C1=CC=CC=C1)OC(=O)NC(=N)C1=CC=C(C=C1)N1CCC(CC1)C(=O)N1CCC(CC1)CC(=O)O (1-[4-(N-benzyloxycarbonylamidino)-phenyl]-4-[4-(carboxymethyl)-piperidinocarbonyl]-piperidine), C(C(C)(C)C)(=O)OCCl (chloromethyl pivalate), [I-].[K+] (potassium iodide), C([O-])(O)=O.[K+] (potassium bicarbonate), C([O-])([O-])=O.[K+].[K+] (potassium carbonate). Solvent: CN(C=O)C (dimethylformamide), C(C)(=O)OCC (ethyl acetate), C(C)(=O)OCC (ethyl acetate), O (water). Product: C(C1=CC=CC=C1)OC(=O)NC(=N)C1=CC=C(C=C1)N1CCC(CC1)C(=O)C1NCCC(C1)CC(=O)OCOC(C(C)(C)C)=O (1-[4-(N-Benzyloxycarbonylamidino)-phenyl]-4-[4-[pivaloyloxymethyloxycarbonylmethyl]-piperidino-carbonyl]-piperidine). RXN SMILES: [CH2:1]([O:8][C:9]([NH:11][C:12]([C:14]1[CH:19]=[CH:18][C:17]([N:20]2[CH2:25][CH2:24][CH:23]([C:26](N3CCC(CC(O)=O)CC3)=[O:27])[CH2:22][CH2:21]2)=[CH:16][CH:15]=1)=[NH:13])=[O:10])[C:2]1[CH:7]=[CH:6][CH:5]=[CH:4][CH:3]=1.[C:38]([O:44][CH2:45]Cl)(=[O:43])[C:39]([CH3:42])([CH3:41])[CH3:40].[I-].[K+].[C:49](=[O:52])(O)[O-:50].[K+].C(=O)([O-])[O-].[K+].[K+]>CN(C)C=O.C(OCC)(=O)C.O>[CH2:1]([O:8][C:9]([NH:11][C:12]([C:14]1[CH:19]=[CH:18][C:17]([N:20]2[CH2:25][CH2:24][CH:23]([C:26]([CH:21]3[CH2:22][CH:23]([CH2:26][C:49]([O:50][CH2:45][O:44][C:38](=[O:43])[C:39]([CH3:42])([CH3:41])[CH3:40])=[O:52])[CH2:24][CH2:25][NH:20]3)=[O:27])[CH2:22][CH2:21]2)=[CH:16][CH:15]=1)=[NH:13])=[O:10])[C:2]1[CH:3]=[CH:4][CH:5]=[CH:6][CH:7]=1 |f:2.3,4.5,6.7.8|. Reported procedure: A suspension of 1 equivalent of 1-[4-(N-benzyloxycarbonylamidino)-phenyl]-4-[4-(carboxymethyl)-piperidinocarbonyl]-piperidine is stirred for 2 days with 2 equivalents each of chloromethyl pivalate, potassium iodide, potassium bicarbonate and potassium carbonate in dimethylformamide at ambient temperature for 2 days. After pouring into water, extraction with ethyl acetate and evaporation down of the ethyl acetate extract, the desired product is obtained which is then chromotagraphed over silica g... Starting materials: CC1(COS(OC1)=O)C (5,5-dimethyl-1,3,2-dioxathiane 2-oxide), C(Cl)Cl (methylene chloride), [O-][Mn](=O)(=O)=O.[K+] (KMnO4). The reagents and catalysts are [Cl-].C(C1=CC=CC=C1)[N+](CC)(CC)CC (benzyltriethylammonium chloride). Run in O (water). Yields the product CC1(COS(OC1)(=O)=O)C (5,5-dimethyl-1,3,2-dioxathiane 2,2-dioxide). Isolated yield 129.2%. As a reaction SMILES: [CH3:1][C:2]1([CH3:9])[CH2:7][O:6][S:5](=[O:8])[O:4][CH2:3]1.C(Cl)Cl.[O-:13][Mn](=O)(=O)=O.[K+]>[Cl-].C([N+](CC)(CC)CC)C1C=CC=CC=1.O>[CH3:1][C:2]1([CH3:9])[CH2:7][O:6][S:5](=[O:13])(=[O:8])[O:4][CH2:3]1 |f:2.3,4.5|. Procedure: 10 g (0.067 mol) of 5,5-dimethyl-1,3,2-dioxathiane 2-oxide (prepared in accordance with Example 1), 70 ml of methylene chloride, 0.76 g (0.0033 mol) of benzyltriethylammonium chloride and 70 ml of water are placed in a 350 ml four-necked flask which is provided with a stirrer and a thermometer. 7.5 g (0.0475 mol) of KMnO4 are added portion-wise at 5°-10° C. and while stirring vigorously. After the addition the reaction mixture is stirred at room temperature for a further 30 minutes and suction f... Starting materials: C1CCOC1, CO, [Cl-], O=[N+]([O-])c1ccc(Oc2ncnn3cc(-c4ccnc(N5CCOCC5)c4)cc23)c(F)c1, [NH4+]. Product: Nc1ccc(Oc2ncnn3cc(-c4ccnc(N5CCOCC5)c4)cc23)c(F)c1. As a reaction SMILES: [CH2:35]1[O:36][CH2:37][CH2:38][CH2:39]1.[CH3:40][OH:41].[Cl-:33].[F:1][c:2]1[c:3]([O:4][c:5]2[n:6][cH:7][n:8][n:9]3[c:10]2[cH:11][c:12](-[c:14]2[cH:15][c:16]([N:20]4[CH2:21][CH2:22][O:23][CH2:24][CH2:25]4)[n:17][cH:18][cH:19]2)[cH:13]3)[cH:26][cH:27][c:28]([N+:30]([O-:31])=[O:32])[cH:29]1.[NH4+:34]>>[F:1][c:2]1[c:3]([O:4][c:5]2[n:6][cH:7][n:8][n:9]3[c:10]2[cH:11][c:12](-[c:14]2[cH:15][c:16]([N:20]4[CH2:21][CH2:22][O:23][CH2:24][CH2:25]4)[n:17][cH:18][cH:19]2)[cH:13]3)[cH:26][cH:27][c:28]([NH2:30])[cH:29]1.